Dataset: the Open Reaction Database (ORD), a public repository of structured organic reaction records. Task: describe an organic reaction: reactants, conditions, products, and yield The reactants are C[Zn]C, CCOC(=O)c1ccc2c(-c3ccnc(NC4CCCC4)n3)c(-c3ccc(F)cc3)nn2c1Cl, C1CCOC1, c1ccc(P(c2ccccc2)(c2ccccc2)[Pd](P(c2ccccc2)(c2ccccc2)c2ccccc2)(P(c2ccccc2)(c2ccccc2)c2ccccc2)P(c2ccccc2)(c2ccccc2)c2ccccc2)cc1. Yields the product CCOC(=O)c1ccc2c(-c3ccnc(NC4CCCC4)n3)c(-c3ccc(F)cc3)nn2c1C. Reaction SMILES: [CH3:35][Zn:36][CH3:37].[Cl:1][c:2]1[c:3]([C:30](=[O:31])[O:32][CH2:33][CH3:34])[cH:4][cH:5][c:6]2[n:7]1[n:8][c:9](-[c:23]1[cH:24][cH:25][c:26]([F:29])[cH:27][cH:28]1)[c:10]2-[c:11]1[n:12][c:13]([NH:17][CH:18]2[CH2:19][CH2:20][CH2:21][CH2:22]2)[n:14][cH:15][cH:16]1.[O:38]1[CH2:39][CH2:40][CH2:41][CH2:42]1.[cH:43]1[cH:44][cH:45][c:46]([P:47]([Pd:48]([P:49]([c:50]2[cH:51][cH:52][cH:53][cH:54][cH:55]2)([c:56]2[cH:57][cH:58][cH:59][cH:60][cH:61]2)[c:62]2[cH:63][cH:64][cH:65][cH:66][cH:67]2)([P:68]([c:69]2[cH:70][cH:71][cH:72][cH:73][cH:74]2)([c:75]2[cH:76][cH:77][cH:78][cH:79][cH:80]2)[c:81]2[cH:82][cH:83][cH:84][cH:85][cH:86]2)[P:87]([c:88]2[cH:89][cH:90][cH:91][cH:92][cH:93]2)([c:94]2[cH:95][cH:96][cH:97][cH:98][cH:99]2)[c:100]2[cH:101][cH:102][cH:103][cH:104][cH:105]2)([c:106]2[cH:107][cH:108][cH:109][cH:110][cH:111]2)[c:112]2[cH:113][cH:114][cH:115][cH:116][cH:117]2)[cH:118][cH:119]1>>[c:2]1([CH3:35])[c:3]([C:30](=[O:31])[O:32][CH2:33][CH3:34])[cH:4][cH:5][c:6]2[n:7]1[n:8][c:9](-[c:23]1[cH:24][cH:25][c:26]([F:29])[cH:27][cH:28]1)[c:10]2-[c:11]1[n:12][c:13]([NH:17][CH:18]2[CH2:19][CH2:20][CH2:21][CH2:22]2)[n:14][cH:15][cH:16]1.